This data is from the Open Reaction Database (ORD), a public repository of structured organic reaction records. The task is: describe an organic reaction: reactants, conditions, products, and yield Reactants: CCN(CC)S(F)(F)F, Cc1nn(C(C)C)c(Sc2cc(Cl)cc(Cl)c2)c1C(O)c1ccncc1, ClCCl. Product: Cc1nn(C(C)C)c(Sc2cc(Cl)cc(Cl)c2)c1C(F)c1ccncc1. As a reaction SMILES: [CH2:27]([N:28]([S:29]([F:30])([F:31])[F:33])[CH2:32][CH3:34])[CH3:35].[Cl:1][c:2]1[cH:3][c:4]([S:9][c:10]2[c:11]([CH:19]([c:20]3[cH:21][cH:22][n:23][cH:24][cH:25]3)[OH:26])[c:12]([CH3:18])[n:13][n:14]2[CH:15]([CH3:16])[CH3:17])[cH:5][c:6]([Cl:8])[cH:7]1.[Cl:36][CH2:37][Cl:38]>>[Cl:1][c:2]1[cH:3][c:4]([S:9][c:10]2[c:11]([CH:19]([c:20]3[cH:21][cH:22][n:23][cH:24][cH:25]3)[F:33])[c:12]([CH3:18])[n:13][n:14]2[CH:15]([CH3:16])[CH3:17])[cH:5][c:6]([Cl:8])[cH:7]1. Reactants: CN(C)C, C=C(C)C1CC=C(O[Si](C)(C)C)CC1, ClCCl, F, O. The product is C=C(C)C1CCC(=O)CC1. As a reaction SMILES: [CH3:17][N:18]([CH3:19])[CH3:20].[CH3:2][Si:3]([O:4][C:5]1=[CH:6][CH2:7][CH:8]([C:11](=[CH2:12])[CH3:13])[CH2:9][CH2:10]1)([CH3:14])[CH3:15].[Cl:21][CH2:22][Cl:23].[FH:1].[OH2:16]>>[O:4]=[C:5]1[CH2:6][CH2:7][CH:8]([C:11](=[CH2:12])[CH3:13])[CH2:9][CH2:10]1. Reactants: CC1=NC=C(C(=O)N(C2CCCC2)C2CCCC2)C=C1 (6-Methyl-N,N-dicyclopentylnicotinamide), ClC1=CC(=CC=C1)C(=O)OO (m-chloroperbenzoic acid). Run in C(Cl)Cl (methylene chloride). Run at time 18 hour. Yields the product CC1=NC=C(C(=O)[N+](C2CCCC2)(C2CCCC2)[O-])C=C1 (6-Methyl-N,N-dicyclopentylnicotinamide-N-oxide). Isolated yield 86.7%. Reaction SMILES: [CH3:1][C:2]1[CH:20]=[CH:19][C:5]([C:6]([N:8]([CH:14]2[CH2:18][CH2:17][CH2:16][CH2:15]2)[CH:9]2[CH2:13][CH2:12][CH2:11][CH2:10]2)=[O:7])=[CH:4][N:3]=1.ClC1C=CC=C(C(OO)=[O:29])C=1>C(Cl)Cl>[CH3:1][C:2]1[CH:20]=[CH:19][C:5]([C:6]([N+:8]([O-:29])([CH:14]2[CH2:15][CH2:16][CH2:17][CH2:18]2)[CH:9]2[CH2:10][CH2:11][CH2:12][CH2:13]2)=[O:7])=[CH:4][N:3]=1. Reported procedure: To a solution of the product of Example A (0.5 g, 1.84 mmol) in methylene chloride (15 mL), m-chloroperbenzoic acid (485 mg. 85%, 2.38 mmol) was added. After stirring at room temperature for 18 h, the solvent was removed under reduced pressure. The colorless liquid obtained was then chromatographed (silica gel, methylene chloride/methanol 94/6) to give the title compound (460 mg, 87%). 1H NMR (CDCl3) 1.4-2.2(m, 16H), 2.53 (s, 3H), 3.6-3.85 (m,2H), 7.16(dd, J=3, 8 Hz, 1H), 7.25 (d,J=8 Hz, 1H), an... Reactants: [BH4-], COC(=O)NCc1ccc(Cl)c(C=O)c1, CO, NC1CC1, [Na+], [Na+], [OH-]. The product is COC(=O)NCc1ccc(Cl)c(CNC2CC2)c1. Reaction SMILES: [BH4-:20].[CH3:1][O:2][C:3]([NH:4][CH2:5][c:6]1[cH:7][c:8]([CH:13]=[O:14])[c:9]([Cl:12])[cH:10][cH:11]1)=[O:15].[CH3:24][OH:25].[CH:16]1([NH2:19])[CH2:17][CH2:18]1.[Na+:21].[Na+:23].[OH-:22]>>[CH3:1][O:2][C:3]([NH:4][CH2:5][c:6]1[cH:7][c:8]([CH2:13][NH:19][CH:16]2[CH2:17][CH2:18]2)[c:9]([Cl:12])[cH:10][cH:11]1)=[O:15]. The reactants are ClCCOC1=CC=C(C=O)C=C1 (4-chloroethoxybenzaldehyde), CC=1SC2=C(N1)C=CC=C2 (2-methylbenzothiazole). Yields the product ClCCOC1=CC=C(C=C1)/C=C/C=1SC2=C(N1)C=CC=C2 ((E)-2-[2-(4-chloroethoxyphenyl)ethenyl]benzothiazole). Yield: 90.0%. Reaction SMILES: [Cl:1][CH2:2][CH2:3][O:4][C:5]1[CH:12]=[CH:11][C:8]([CH:9]=O)=[CH:7][CH:6]=1.[CH3:13][C:14]1[S:15][C:16]2[CH:22]=[CH:21][CH:20]=[CH:19][C:17]=2[N:18]=1>>[Cl:1][CH2:2][CH2:3][O:4][C:5]1[CH:12]=[CH:11][C:8](/[CH:9]=[CH:13]/[C:14]2[S:15][C:16]3[CH:22]=[CH:21][CH:20]=[CH:19][C:17]=3[N:18]=2)=[CH:7][CH:6]=1. Reported procedure: The named compound was prepared as described in Example 17 starting with 4-chloroethoxybenzaldehyde (4.0 g, 22 mmol) and using 2-methylbenzothiazole in place of 2-methylbenzoxazole to give (E)-2-[2-(4-chloroethoxyphenyl)ethenyl]benzothiazole (G) (7.6 g, 90% yield) as a yellow solid, mp 92°-94° C. 1H NMR (CDCl3): δ 8.09-6.85 (m, 10H), 4.23 (t, J=5.2 Hz, 2H), 3.81 (t, J=5.2 Hz, 2H). Starting materials: CC(=O)O[BH-](OC(C)=O)OC(C)=O, Cc1ccc2c(c1)Nc1c(cnn1C)CN2C(=O)c1ccc(OCCCC2CCNCC2)c(C)c1, CC(C)C=O, CCN(C(C)C)C(C)C, ClCCCl, Cl, [Na+], CN(C)C=O. The product is Cc1ccc2c(c1)Nc1c(cnn1C)CN2C(=O)c1ccc(OCCCC2CCN(CC(C)C)CC2)c(C)c1. Reaction SMILES: [C:42]([O:43][BH-:44]([O:45][C:46](=[O:47])[CH3:48])[O:49][C:50](=[O:51])[CH3:52])(=[O:53])[CH3:54].[CH3:7][n:8]1[n:9][cH:10][c:11]2[c:17]1[NH:16][c:15]1[c:14]([cH:21][cH:20][c:19]([CH3:22])[cH:18]1)[N:13]([C:23](=[O:24])[c:25]1[cH:26][c:27]([CH3:41])[c:28]([O:31][CH2:32][CH2:33][CH2:34][CH:35]3[CH2:36][CH2:37][NH:38][CH2:39][CH2:40]3)[cH:29][cH:30]1)[CH2:12]2.[CH:1]([CH:2]([CH3:3])[CH3:4])=[O:5].[CH:60]([N:61]([CH2:62][CH3:63])[CH:64]([CH3:65])[CH3:66])([CH3:67])[CH3:68].[Cl:56][CH2:57][CH2:58][Cl:59].[ClH:6].[Na+:55].[O:69]=[CH:70][N:71]([CH3:72])[CH3:73]>>[CH2:1]([CH:2]([CH3:3])[CH3:4])[N:38]1[CH2:37][CH2:36][CH:35]([CH2:34][CH2:33][CH2:32][O:31][c:28]2[c:27]([CH3:41])[cH:26][c:25]([C:23]([N:13]3[CH2:12][c:11]4[cH:10][n:9][n:8]([CH3:7])[c:17]4[NH:16][c:15]4[c:14]3[cH:21][cH:20][c:19]([CH3:22])[cH:18]4)=[O:24])[cH:30][cH:29]2)[CH2:40][CH2:39]1. The reactants are O=S(=O)(Cl)c1ccccc1Cl, NC(CO)C(=O)O. Product: O=C(O)C(CO)NS(=O)(=O)c1ccccc1Cl. RXN SMILES: [Cl:8][c:9]1[c:10]([S:15](=[O:16])(=[O:17])[Cl:18])[cH:11][cH:12][cH:13][cH:14]1.[NH2:1][CH:2]([CH2:3][OH:4])[C:5]([OH:6])=[O:7]>>[NH:1]([CH:2]([CH2:3][OH:4])[C:5]([OH:6])=[O:7])[S:15]([c:10]1[c:9]([Cl:8])[cH:14][cH:13][cH:12][cH:11]1)(=[O:16])=[O:17].